This data is from the Open Reaction Database (ORD), a public repository of structured organic reaction records. The task is: describe an organic reaction: reactants, conditions, products, and yield Reactants: CN1C(NC(C=2NC=NC12)=O)=O (3-methylxanthine), [OH-].[Na+] (sodium hydroxide), C(C1=CC=CC=C1)Br (benzyl bromide). Run in CO (methanol), O (water). Run at temperature 70 celsius, time 1 hour. Product: C(C1=CC=CC=C1)N1C=NC=2N(C(NC(C12)=O)=O)C (7-Benzyl-3-methylxanthine). As a reaction SMILES: [OH-].[Na+].[CH3:3][N:4]1[C:12]2[N:11]=[CH:10][NH:9][C:8]=2[C:7](=[O:13])[NH:6][C:5]1=[O:14].[CH2:15](Br)[C:16]1[CH:21]=[CH:20][CH:19]=[CH:18][CH:17]=1>O.CO>[CH2:15]([N:9]1[C:8]2[C:7](=[O:13])[NH:6][C:5](=[O:14])[N:4]([CH3:3])[C:12]=2[N:11]=[CH:10]1)[C:16]1[CH:21]=[CH:20][CH:19]=[CH:18][CH:17]=1 |f:0.1|. Procedure: 20 g (0.5 mol) of sodium hydroxide dissolved in 200 ml of water were added to a suspension of 83 g (0.5 mol) of 3-methylxanthine in 500 ml of methanol and the reaction mixture was stirred at 70° C. for one hour, then treated dropwise at the same temperature with 85.5 g (0.5 mol) of benzyl bromide and kept between 700 and 800 for 5 hours. The mixture was then cooled and filtered cold on a suction filter, the product was washed with water on the suction filter and dissolved hot in 1000 ml of 1N so... The reactants are CCO, O=C[O-], O=C(C1CCN(C2CN(C(c3ccccc3)c3ccccc3)C2)CC1)N1CCC1, [NH4+], [OH-], [OH-], [Pd+2]. Product: O=C(C1CCN(C2CNC2)CC1)N1CCC1. RXN SMILES: [CH3:34][CH2:35][OH:36].[CH:30]([O-:31])=[O:32].[N:1]1([C:5](=[O:6])[CH:7]2[CH2:8][CH2:9][N:10]([CH:13]3[CH2:14][N:15]([CH:17]([c:18]4[cH:19][cH:20][cH:21][cH:22][cH:23]4)[c:24]4[cH:25][cH:26][cH:27][cH:28][cH:29]4)[CH2:16]3)[CH2:11][CH2:12]2)[CH2:2][CH2:3][CH2:4]1.[NH4+:33].[OH-:37].[OH-:39].[Pd+2:38]>>[N:1]1([C:5](=[O:6])[CH:7]2[CH2:8][CH2:9][N:10]([CH:13]3[CH2:14][NH:15][CH2:16]3)[CH2:11][CH2:12]2)[CH2:2][CH2:3][CH2:4]1. Reaction conditions: time 8 hour. Reaction SMILES: C[O:2][C:3](=[O:41])[CH2:4][C:5]1[CH:10]=[CH:9][CH:8]=[C:7]([O:11][CH2:12][CH2:13][CH2:14][N:15]([CH2:27][CH:28]([C:35]2[CH:40]=[CH:39][CH:38]=[CH:37][CH:36]=2)[C:29]2[CH:34]=[CH:33][CH:32]=[CH:31][CH:30]=2)[CH2:16][C:17]2[CH:22]=[C:21]([O:23][CH3:24])[CH:20]=[C:19]([O:25][CH3:26])[CH:18]=2)[CH:6]=1.[OH-].[Na+]>CO>[C:29]1([CH:28]([C:35]2[CH:36]=[CH:37][CH:38]=[CH:39][CH:40]=2)[CH2:27][N:15]([CH2:16][C:17]2[CH:22]=[C:21]([O:23][CH3:24])[CH:20]=[C:19]([O:25][CH3:26])[CH:18]=2)[CH2:14][CH2:13][CH2:12][O:11][C:7]2[CH:6]=[C:5]([CH2:4][C:3]([OH:41])=[O:2])[CH:10]=[CH:9][CH:8]=2)[CH:34]=[CH:33][CH:32]=[CH:31][CH:30]=1 |f:1.2|. The reactants are [OH-].[Na+] (NaOH), COC(CC1=CC(=CC=C1)OCCCN(CC1=CC(=CC(=C1)OC)OC)CC(C1=CC=CC=C1)C1=CC=CC=C1)=O ((3-{3-[(2,2-Diphenyl-ethyl)-(3,5-dimethoxy-benzyl)-amino]-propoxy}-phenyl)-acetic acid methyl ester). The yield is 92.0%. Product: C1(=CC=CC=C1)C(CN(CCCOC=1C=C(C=CC1)CC(=O)O)CC1=CC(=CC(=C1)OC)OC)C1=CC=CC=C1 ((3-{3-[(2,2-Diphenyl-ethyl)-(3,5-dimethoxy-benzyl)-amino]-propoxy}-phenyl)-acetic acid). Reported procedure: A solution of (3-{3-[(2,2-Diphenyl-ethyl)-(3,5-dimethoxy-benzyl)-amino]-propoxy}-phenyl)-acetic acid methyl ester (4j). (0.26 g, 0.00047 mol) in methanol (3 mL) was treated with 2N NaOH (2 mL) and the mixture stirred overnight at ambient temperature. After concentration to dryness, the residue was dissolved in EtOAc (15 mL) and water was added (5 mL), the solution acidified to pH 3 with concentrated hydrochloric acid, then extracted into EtOAc (3×20 mL). The combined organic extracts were dried ... Run in CO (methanol). Reactants: BrC=1C=C(C(=O)O)C=C(C1)C(F)(F)F (3-bromo-5-(trifluoromethyl)benzoic acid), N1CCSCC1 (thiomorpholine), C=1C=CC2=C(C1)N=NN2O (HOBt), CCN=C=NCCCN(C)C (EDCI), C(O)([O-])=O.[Na+] (sodium hydrogencarbonate). Solvent: C(C)#N (acetonitrile). The product is BrC=1C=C(C=C(C1)C(F)(F)F)C(=O)N1CCSCC1 (4-{[3-bromo-5-(trifluoromethyl)phenyl]carbonyl}thiomorpholine). The yield is 93.4%. Reaction SMILES: [Br:1][C:2]1[CH:3]=[C:4]([CH:8]=[C:9]([C:11]([F:14])([F:13])[F:12])[CH:10]=1)[C:5]([OH:7])=O.[NH:15]1[CH2:20][CH2:19][S:18][CH2:17][CH2:16]1.C1C=CC2N(O)N=NC=2C=1.CCN=C=NCCCN(C)C.C(=O)([O-])O.[Na+]>C(#N)C>[Br:1][C:2]1[CH:3]=[C:4]([C:5]([N:15]2[CH2:20][CH2:19][S:18][CH2:17][CH2:16]2)=[O:7])[CH:8]=[C:9]([C:11]([F:14])([F:13])[F:12])[CH:10]=1 |f:4.5|. Reported procedure: A solution of 3-bromo-5-(trifluoromethyl)benzoic acid (10 g), thiomorpholine (5.0 g), HOBt (7.4 g) and EDCI (9.26 g) in acetonitrile (113 ml) was stirred at room temperature for 16 hr. To the reaction mixture was added saturated aqueous sodium hydrogencarbonate solution, and the mixture was extracted with ethyl acetate. The organic layer was washed with saturated brine, dried over anhydrous magnesium sulfate, and filtered. The filtrate was concentrated to give the title compound (12.3 g, yield 9...